From a dataset of the Open Reaction Database (ORD), a public repository of structured organic reaction records. describe an organic reaction: reactants, conditions, products, and yield Starting materials: O(C1=CC=CC=C1)C(C(=O)O)C (2-Phenoxypropionic acid), O(C1=CC=CC=C1)C(C(=O)Cl)C (2-phenoxypropionic acid chloride), acid chloride, NC1=CC=C(C=C1)N1C2=C(NC(CC1=O)=O)C1=CC=CC=C1C=C2 (5-(4-aminophenyl)-1H-naphtho[1,2-b][1,4]diazepine-2,4(3H,5H)-dione). The product is O(C1=CC=CC=C1)C(C(=O)NC1=CC=C(C=C1)N1C2=C(NC(CC1=O)=O)C1=CC=CC=C1C=C2)C (5-[4-(2-Phenoxypropionylamino)phenyl]-1H-naphtho[1,2-b][1,4]diazepine-2,4(3H,5H)-dione). The yield is 88.2%. Reaction SMILES: [O:1]([CH:8]([CH3:12])[C:9]([OH:11])=O)[C:2]1[CH:7]=[CH:6][CH:5]=[CH:4][CH:3]=1.[NH2:13][C:14]1[CH:19]=[CH:18][C:17]([N:20]2[C:26](=[O:27])[CH2:25][C:24](=[O:28])[NH:23][C:22]3[C:29]4[C:34]([CH:35]=[CH:36][C:21]2=3)=[CH:33][CH:32]=[CH:31][CH:30]=4)=[CH:16][CH:15]=1.O(C(C)C(Cl)=O)C1C=CC=CC=1>>[O:1]([CH:8]([CH3:12])[C:9]([NH:13][C:14]1[CH:19]=[CH:18][C:17]([N:20]2[C:26](=[O:27])[CH2:25][C:24](=[O:28])[NH:23][C:22]3[C:29]4[C:34]([CH:35]=[CH:36][C:21]2=3)=[CH:33][CH:32]=[CH:31][CH:30]=4)=[CH:16][CH:15]=1)=[O:11])[C:2]1[CH:3]=[CH:4][CH:5]=[CH:6][CH:7]=1. Reported procedure: 2-Phenoxypropionic acid (32 mg, 0.193 mmol) was made into acid chloride in a conventional manner. By using 5-(4-aminophenyl)-1H-naphtho[1,2-b][1,4]diazepine-2,4(3H,5H)-dione (30 mg, 0.095 mmol) obtained in Example 1, (3), and 2-phenoxypropionic acid chloride mentioned above, the title compound (39 mg, yield 88%) was obtained in the same manner as that of Example 1. The reactants are CCOC(C)=O, O=C(N(CCCl)CCCl)N1CCCc2ccccc21, [H-], N#CCc1ccccc1, [Na+], C1CCOC1, O. Yields the product N#CC1(c2ccccc2)CCN(C(=O)N2CCCc3ccccc32)CC1. As a reaction SMILES: [CH3:37][CH2:38][O:39][C:40](=[O:41])[CH3:42].[Cl:12][CH2:13][CH2:14][N:15]([C:16](=[O:17])[N:18]1[CH2:19][CH2:20][CH2:21][c:22]2[cH:23][cH:24][cH:25][cH:26][c:27]21)[CH2:28][CH2:29][Cl:30].[H-:10].[N:1]#[C:2][CH2:3][c:4]1[cH:5][cH:6][cH:7][cH:8][cH:9]1.[Na+:11].[O:32]1[CH2:33][CH2:34][CH2:35][CH2:36]1.[OH2:31]>>[N:1]#[C:2][C:3]1([c:4]2[cH:5][cH:6][cH:7][cH:8][cH:9]2)[CH2:13][CH2:14][N:15]([C:16](=[O:17])[N:18]2[CH2:19][CH2:20][CH2:21][c:22]3[cH:23][cH:24][cH:25][cH:26][c:27]32)[CH2:28][CH2:29]1.